Dataset: the Open Reaction Database (ORD), a public repository of structured organic reaction records. Task: describe an organic reaction: reactants, conditions, products, and yield Starting materials: Cu(I) chloride, Cl (hydrochloric acid), diazonium salt, C(#N)C1=C(C=C(C=C1)C12CCC(CC1)(CC2)CCC)N (1-(4-cyano-3-aminophenyl)-4-n-propylbicyclo[2.2.2]octane), N(=O)[O-].[Na+] (sodium nitrite), 20, Cl (hydrochloric acid). Product: C(#N)C1=C(C=C(C=C1)C12CCC(CC1)(CC2)CCC)Cl (1-(4-cyano-3-chlorophenyl)-4-n-propylbicyclo[2.2.2]octane). As a reaction SMILES: [C:1]([C:3]1[CH:8]=[CH:7][C:6]([C:9]23[CH2:16][CH2:15][C:12]([CH2:17][CH2:18][CH3:19])([CH2:13][CH2:14]2)[CH2:11][CH2:10]3)=[CH:5][C:4]=1N)#[N:2].N([O-])=O.[Na+].[ClH:25]>>[C:1]([C:3]1[CH:8]=[CH:7][C:6]([C:9]23[CH2:16][CH2:15][C:12]([CH2:17][CH2:18][CH3:19])([CH2:13][CH2:14]2)[CH2:11][CH2:10]3)=[CH:5][C:4]=1[Cl:25])#[N:2] |f:1.2|. Reported procedure: A diazonium salt solution prepared from 20.1 g of 1-(4-cyano-3-aminophenyl)-4-n-propylbicyclo[2.2.2]octane, 5.2 g of sodium nitrite and 40 ml of 20 per cent hydrochloric acid is added dropwise at 0oto a solution of 9.9 g of Cu(I) chloride in 40 ml of concentrated hydrochloric acid, the mixture is then heated on a boiling water bath until the evolution of gas is complete and is allowed to cool, giving 1-(4-cyano-3-chlorophenyl)-4-n-propylbicyclo[2.2.2]octane by extracting and working up. The reactants are CCOC=C(C#N)C(=O)OCC, Cc1ccccc1, CNN=Cc1ccccc1. Product: CCOC(=O)C(C#N)=CN(C)N=Cc1ccccc1. Reaction SMILES: [CH2:11]([O:12][CH:14]=[C:15]([C:16](=[O:17])[O:18][CH2:19][CH3:20])[C:21]#[N:22])[CH3:13].[CH3:23][c:24]1[cH:25][cH:26][cH:27][cH:28][cH:29]1.[CH:1]([c:2]1[cH:3][cH:4][cH:5][cH:6][cH:7]1)=[N:8][NH:9][CH3:10]>>[CH:1]([c:2]1[cH:3][cH:4][cH:5][cH:6][cH:7]1)=[N:8][N:9]([CH3:10])[CH:14]=[C:15]([C:16](=[O:17])[O:18][CH2:19][CH3:20])[C:21]#[N:22]. As a reaction SMILES: [CH2:1]([O:8][C:9]1[N:10]=[N:11][C:12]([C:23]#[C:24][C:25]2[CH:30]=[CH:29][CH:28]=[CH:27][CH:26]=2)=[CH:13][C:14]=1[O:15][CH2:16][C:17]1[CH:22]=[CH:21][CH:20]=[CH:19][CH:18]=1)[C:2]1[CH:7]=[CH:6][CH:5]=[CH:4][CH:3]=1.C(OC1N=NC(Cl)=CC=1OCC1C=CC=CC=1)C1C=CC=CC=1.C(C1C=CC=CC=1[F:62])#C>>[CH2:1]([O:8][C:9]1[N:10]=[N:11][C:12]([C:23]#[C:24][C:25]2[CH:30]=[CH:29][CH:28]=[CH:27][C:26]=2[F:62])=[CH:13][C:14]=1[O:15][CH2:16][C:17]1[CH:18]=[CH:19][CH:20]=[CH:21][CH:22]=1)[C:2]1[CH:3]=[CH:4][CH:5]=[CH:6][CH:7]=1. Starting materials: C(C1=CC=CC=C1)OC=1N=NC(=CC1OCC1=CC=CC=C1)C#CC1=CC=CC=C1 (3,4-bis(benzyloxy)-6-(phenylethynyl)pyridazine), C(C1=CC=CC=C1)OC=1N=NC(=CC1OCC1=CC=CC=C1)Cl (3,4-bis(benzyloxy)-6-chloropyridazine), C(#C)C1=C(C=CC=C1)F (1-ethynyl-2-fluorobenzene), C(C1=CC=CC=C1)OC=1N=NC(=CC1OCC1=CC=CC=C1)C#CC1=CC=CC=C1 (3,4-bis(benzyloxy)-6-(phenylethynyl)pyridazine), C(C1=CC=CC=C1)OC=1N=NC(=CC1OCC1=CC=CC=C1)Cl (3,4-bis(benzyloxy)-6-chloropyridazine). The product is C(C1=CC=CC=C1)OC=1N=NC(=CC1OCC1=CC=CC=C1)C#CC1=C(C=CC=C1)F (3,4-bis(Benzyloxy)-6-[(2-fluorophenyl)ethynyl]pyridazine). Procedure: Prepared as described for 3,4-bis(benzyloxy)-6-(phenylethynyl)pyridazine (Intermediate 2) from 3,4-bis(benzyloxy)-6-chloropyridazine (Intermediate 1) and 1-ethynyl-2-fluorobenzene. Yields the product COC(=O)C=1C=C(OC(C(=O)OC(C)(C)C)(C)C)C=CC1 (tert-Butyl 2-(3-Methoxycarbonylphenoxy)-2-methylpropionate). Reactants: C([O-])([O-])=O.[K+].[K+] (potassium carbonate), BrC(C(=O)OC(C)(C)C)(C)C (tert-butyl 2-bromoisobutyrate), OC=1C=C(C(=O)OC)C=CC1 (Methyl 3-hydroxybenzoate). Solvent: CN(C=O)C (dimethylformamide). Run at temperature 80 celsius, time 8 hour. As a reaction SMILES: [OH:1][C:2]1[CH:3]=[C:4]([CH:9]=[CH:10][CH:11]=1)[C:5]([O:7][CH3:8])=[O:6].C(=O)([O-])[O-].[K+].[K+].Br[C:19]([CH3:28])([CH3:27])[C:20]([O:22][C:23]([CH3:26])([CH3:25])[CH3:24])=[O:21]>CN(C)C=O>[CH3:8][O:7][C:5]([C:4]1[CH:3]=[C:2]([CH:11]=[CH:10][CH:9]=1)[O:1][C:19]([CH3:28])([CH3:27])[C:20]([O:22][C:23]([CH3:26])([CH3:25])[CH3:24])=[O:21])=[O:6] |f:1.2.3|. Procedure: Methyl 3-hydroxybenzoate (17.05 g, 0.112 mol) was dissolved in dimethylformamide (100 mL). Subsequently, potassium carbonate (20.12 g, 0.145 mol) and then tert-butyl 2-bromoisobutyrate (50.00 g, 0.224 mol) were added thereto, and the mixture was stirred overnight at 80° C. The reaction mixture was concentrated under reduced pressure, and ethyl acetate was added to the concentrate. Washing was performed sequentially with water and saturated brine, followed by drying over sodium sulfate. The react...